Dataset: the Open Reaction Database (ORD), a public repository of structured organic reaction records. Task: describe an organic reaction: reactants, conditions, products, and yield Starting materials: C(O)([O-])=O.[Na+] (sodium hydrogencarbonate), F[B-](F)(F)F (BF4−), crude product, COC1=CC(=CC=2COCOC21)C(C(=S)N)NC2=CC=C(C=C2)C2=NOC(=N2)C (2-(8-methoxy-4H-benzo[1,3]dioxin-6-yl)-2-[4-(5-methyl-[1,2,4]oxadiazol-3-yl)phenylamino]thioacetamide), C(C)(=O)OCC (ethyl acetate). Solvent: C(C)#N (acetonitrile). Reaction conditions: time 1 hour. Yields the product CSC(C(NC1=CC=C(C=C1)C1=NOC(=N1)C)C=1C=C(C2=C(COCO2)C1)OC)=N (2-(8-methoxy-4H-benzo[1,3]dioxin-6-yl)-2-[4-(5-methyl-[1,2,4]oxadiazol-3-yl)phenylamino]thioacetimidic acid methyl ester). As a reaction SMILES: F[B-](F)(F)F.[CH3:6][O:7][C:8]1[C:17]2[O:16][CH2:15][O:14][CH2:13][C:12]=2[CH:11]=[C:10]([CH:18]([NH:22][C:23]2[CH:28]=[CH:27][C:26]([C:29]3[N:33]=[C:32]([CH3:34])[O:31][N:30]=3)=[CH:25][CH:24]=2)[C:19]([NH2:21])=[S:20])[CH:9]=1.[C:35](=O)([O-])O.[Na+].C(OCC)(=O)C>C(#N)C>[CH3:35][S:20][C:19](=[NH:21])[CH:18]([C:10]1[CH:9]=[C:8]([O:7][CH3:6])[C:17]2[O:16][CH2:15][O:14][CH2:13][C:12]=2[CH:11]=1)[NH:22][C:23]1[CH:24]=[CH:25][C:26]([C:29]2[N:33]=[C:32]([CH3:34])[O:31][N:30]=2)=[CH:27][CH:28]=1 |f:2.3|. Procedure: After adding 10.6 g of Me3O+BF4− to a solution of 28.2 g of a crude product of 2-(8-methoxy-4H-benzo[1,3]dioxin-6-yl)-2-[4-(5-methyl-[1,2,4]oxadiazol-3-yl)phenylamino]thioacetamide in 100 ml of acetonitrile, the mixture was stirred at room temperature for 1 hour under a nitrogen atmosphere. Saturated aqueous sodium hydrogencarbonate was added to the reaction mixture, and extraction was performed with ethyl acetate. The organic layer was dried over anhydrous magnesium sulfate. The desiccating age... Starting materials: C1CCOC1, COC(=O)CCC(C(N)=O)N1Cc2c(O)cccc2C1=O, CC(C)OC(=O)N=NC(=O)OC(C)C, OCc1ccc2sccc2c1. Yields the product COC(=O)CCC(C(N)=O)N1Cc2c(OCc3ccc4sccc4c3)cccc2C1=O. As a reaction SMILES: [CH2:47]1[O:48][CH2:49][CH2:50][CH2:51]1.[NH2:15][C:16]([CH:17]([CH2:18][CH2:19][C:20](=[O:21])[O:22][CH3:23])[N:24]1[C:25](=[O:34])[c:26]2[cH:27][cH:28][cH:29][c:30]([OH:33])[c:31]2[CH2:32]1)=[O:35].[O:1]=[C:2]([O:3][CH:4]([CH3:5])[CH3:6])[N:7]=[N:8][C:9]([O:10][CH:11]([CH3:12])[CH3:13])=[O:14].[s:36]1[cH:37][cH:38][c:39]2[c:40]1[cH:41][cH:42][c:43]([CH2:45][OH:46])[cH:44]2>>[NH2:15][C:16]([CH:17]([CH2:18][CH2:19][C:20](=[O:21])[O:22][CH3:23])[N:24]1[C:25](=[O:34])[c:26]2[cH:27][cH:28][cH:29][c:30]([O:33][CH2:45][c:43]3[cH:42][cH:41][c:40]4[s:36][cH:37][cH:38][c:39]4[cH:44]3)[c:31]2[CH2:32]1)=[O:35].